Dataset: the Open Reaction Database (ORD), a public repository of structured organic reaction records. Task: describe an organic reaction: reactants, conditions, products, and yield Product: OC=1C(OC(C1O)(C1=CC=C(C=C1)CC(C)C)C)=O (3,4-dihydroxy-5-methyl-5-[4-(2-methylpropyl)phenyl]-2(5H)-furanone). The yield is 82.9%. Reaction SMILES: [OH:1][C:2]1[C:6]([CH3:17])([C:7]2[CH:12]=[CH:11][C:10]([CH2:13][CH:14]([CH3:16])[CH3:15])=[CH:9][CH:8]=2)[O:5][C:4](=[O:18])[C:3]=1[O:19]CC1C=CC=CC=1.OC1C(=O)OC(C)(C2C=CC=CC=2)C=1O>>[OH:19][C:3]1[C:4](=[O:18])[O:5][C:6]([CH3:17])([C:7]2[CH:8]=[CH:9][C:10]([CH2:13][CH:14]([CH3:15])[CH3:16])=[CH:11][CH:12]=2)[C:2]=1[OH:1]. Starting materials: OC1=C(C(OC1(C1=CC=C(C=C1)CC(C)C)C)=O)OCC1=CC=CC=C1 (4-hydroxy-5-methyl-5-[4-(2-methylpropyl)phenyl]-3-phenylmethoxy-2(5H)-furanone), OC=1C(OC(C1O)(C1=CC=CC=C1)C)=O (3,4-dihydroxy-5-methyl-5-phenyl-2(5H)-furanone). Procedure: Hydrogenolysis of 800 mg (2.3 mmol) of 4-hydroxy-5-methyl-5-[4-(2-methylpropyl)phenyl]-3-phenylmethoxy-2(5H)-furanone was performed in a similar manner as described in the preparation of 3,4-dihydroxy-5-methyl-5-phenyl-2(5H)-furanone to provided 500 mg (84% yield) of 3,4-dihydroxy-5-methyl-5-[4-(2-methylpropyl)phenyl]-2(5H)-furanone as a light yellow crystalline material: mp 135-150° C. dec. 1H NMR (acetone-d6) δ 7.40-7.17 (m, 4H), 2.46 (d, 2H, J=7.1 Hz), 1.87-1.82 (m, 1H), 1.82 (s, 3H), 0.87 (d... Starting materials: CN([C@H]1CN(CC1)S(=O)(=O)C1=CC(=C(C=C1)OCCC)C1=NC(C2=C(N1)C=1C(N=C2NCC2=CC(=C(C=C2)OC)Cl)=NN(C1)CC1=CC=C(C=C1)OC)=O)C ((3R)-3-(Dimethylamino)-1-[[3-[5-[[(3-chloro-4-methoxyphenyl)methyl]amino]-4,8-dihydro-8-[(4-methoxyphenyl)methyl]-4-oxo-1H-pyrazolo[4′,3′:5,6]pyrido[4,3-d]pyrimidin-2-yl]-4-propoxyphenyl]sulfonyl]pyrrolidine). The solvent is C(=O)(C(F)(F)F)O (TFA). Product: ClC=1C=C(C=CC1OC)CNC1=NC=2C(C=3NC(=NC(C31)=O)C=3C=C(C=CC3OCCC)S(=O)(=O)N3C[C@@H](CC3)N(C)C)=CNN2 ((3R)-1-[[3-[5-[[(3-Chloro-4-methoxyphenyl)methyl]amino]-4,8-dihydro-4-oxo-1H-pyrazolo[4′,3′:5,6]pyrido[4,3-d]pyrimidin-2-yl]-4-propoxyphenyl]sulfonyl]-3-(dimethylamino)pyrrolidine). RXN SMILES: [CH3:1][N:2]([CH3:55])[C@@H:3]1[CH2:7][CH2:6][N:5]([S:8]([C:11]2[CH:16]=[CH:15][C:14]([O:17][CH2:18][CH2:19][CH3:20])=[C:13]([C:21]3[NH:26][C:25]4[C:27]5[C:28](=[N:42][N:43](CC6C=CC(OC)=CC=6)[CH:44]=5)[N:29]=[C:30]([NH:31][CH2:32][C:33]5[CH:38]=[CH:37][C:36]([O:39][CH3:40])=[C:35]([Cl:41])[CH:34]=5)[C:24]=4[C:23](=[O:54])[N:22]=3)[CH:12]=2)(=[O:10])=[O:9])[CH2:4]1>C(O)(C(F)(F)F)=O>[Cl:41][C:35]1[CH:34]=[C:33]([CH2:32][NH:31][C:30]2[C:24]3[C:23](=[O:54])[N:22]=[C:21]([C:13]4[CH:12]=[C:11]([S:8]([N:5]5[CH2:6][CH2:7][C@@H:3]([N:2]([CH3:55])[CH3:1])[CH2:4]5)(=[O:9])=[O:10])[CH:16]=[CH:15][C:14]=4[O:17][CH2:18][CH2:19][CH3:20])[NH:26][C:25]=3[C:27]3=[CH:44][NH:43][N:42]=[C:28]3[N:29]=2)[CH:38]=[CH:37][C:36]=1[O:39][CH3:40]. Procedure: A solution of (3R)-3-(Dimethylamino)-1-[[3-[5-[[(3-chloro-4-methoxyphenyl)methyl]amino]-4,8-dihydro-8-[(4-methoxyphenyl)methyl]-4-oxo-1H-pyrazolo[4′,3′:5,6]pyrido[4,3-d]pyrimidin-2-yl]-4-propoxyphenyl]sulfonyl]pyrrolidine in TFA (4 mL) was heated at reflux for 1 h. under nitrogen. After removal of the excess TFA, the residue was purified by preparative HPLC to give the desired product (32 mg) as a TFA salt. LC: 3.12 (Gradient 2); MH+: 667.